describe an organic reaction: reactants, conditions, products, and yield From a dataset of the Open Reaction Database (ORD), a public repository of structured organic reaction records. Starting materials: C(CCCCCCCCCCCCCCCCC)O (stearyl alcohol), C(Cl)C1CO1 (epichlorohydrin), [OH-].[Na+] (sodium hydroxide), C(C1=CC=CC=C1)(C1=CC=CC=C1)(C1=CC=CC=C1)Cl (trityl chloride), [H][H] (hydrogen), [H-].[Na+] (sodium hydride), C(COCCOCCO)O (triethylene glycol), C([O-])([O-])=O.[K+].[K+] (potassium carbonate). Reagents/catalysts: [Cl-].C(CCCCCCCCCCCCCCC)[N+](C)(C)C (cetyltrimethylammonium chloride). The solvent is C1(=CC=CC=C1)C (toluene), N1=CC=CC=C1 (pyridine), O1CCOCC1 (dioxane), CCCCCC (hexane). Yields the product C(CCCCCCCCCCCCCCCCC)OCC(O)COCCOCCOCCOC(C1=CC=CC=C1)(C1=CC=CC=C1)C1=CC=CC=C1 (1-O-Octadecyl-3-O-[2-[2-(2-trityloxyethoxy)ethoxy]ethyl]glycerol). The yield is 68.0%. RXN SMILES: [CH2:1]([OH:19])[CH2:2][CH2:3][CH2:4][CH2:5][CH2:6][CH2:7][CH2:8][CH2:9][CH2:10][CH2:11][CH2:12][CH2:13][CH2:14][CH2:15][CH2:16][CH2:17][CH3:18].C([CH:22]1[O:24][CH2:23]1)Cl.[OH-].[Na+].[C:27](=O)([O-])[O-].[K+].[K+].[H-].[Na+].[CH2:35]([OH:44])[CH2:36][O:37][CH2:38][CH2:39][O:40][CH2:41][CH2:42][OH:43].[H][H].[C:47](Cl)([C:60]1[CH:65]=[CH:64][CH:63]=[CH:62][CH:61]=1)([C:54]1[CH:59]=[CH:58][CH:57]=[CH:56][CH:55]=1)[C:48]1[CH:53]=[CH:52][CH:51]=[CH:50][CH:49]=1>[Cl-].C([N+](C)(C)C)CCCCCCCCCCCCCCC.N1C=CC=CC=1.O1CCOCC1.CCCCCC.C1(C)C=CC=CC=1>[CH2:1]([O:19][CH2:27][CH:35]([CH2:36][O:37][CH2:38][CH2:39][O:40][CH2:41][CH2:42][O:43][CH2:22][CH2:23][O:24][C:47]([C:60]1[CH:65]=[CH:64][CH:63]=[CH:62][CH:61]=1)([C:54]1[CH:59]=[CH:58][CH:57]=[CH:56][CH:55]=1)[C:48]1[CH:53]=[CH:52][CH:51]=[CH:50][CH:49]=1)[OH:44])[CH2:2][CH2:3][CH2:4][CH2:5][CH2:6][CH2:7][CH2:8][CH2:9][CH2:10][CH2:11][CH2:12][CH2:13][CH2:14][CH2:15][CH2:16][CH2:17][CH3:18] |f:2.3,4.5.6,7.8,12.13|. Procedure: 20.2 g (75 millimole) of stearyl alcohol, 21.4 g (230 millimole) of epichlorohydrin, 40 g of 50% sodium hydroxide, 1.2 g (3.75 millimole) of cetyltrimethylammonium chloride, and 200 ml of toluene were stirred for 14 hours on an oil bath at 60° C. After cooling, 300 ml of hexane and 15 g of anhydrous potassium carbonate were added and the resulting mixture was stirred sufficiently, followed by collection of the organic layer by decantation. The organic layer was subjected to evaporation under red... The reactants are C1(CCCCC1)N1N=C(C2=CC=CC(=C12)F)C1=CC=C(C=C1)OC (1-cyclohexyl-7-fluoro-3-(4-methoxyphenyl)-1H-indazole), B(Br)(Br)Br (boron tribromide), C1=CCCCC1 (cyclohexene). Product: C1(CCCCC1)N1N=C(C2=CC=CC(=C12)F)C1=CC=C(C=C1)O (4-[1-cyclohexyl7-(fluoro)-1H-indazol-3-yl]phenol). Isolated yield 25.8%. RXN SMILES: [CH:1]1([N:7]2[C:15]3[C:10](=[CH:11][CH:12]=[CH:13][C:14]=3[F:16])[C:9]([C:17]3[CH:22]=[CH:21][C:20]([O:23]C)=[CH:19][CH:18]=3)=[N:8]2)[CH2:6][CH2:5][CH2:4][CH2:3][CH2:2]1.B(Br)(Br)Br.C1CCCCC=1>>[CH:1]1([N:7]2[C:15]3[C:10](=[CH:11][CH:12]=[CH:13][C:14]=3[F:16])[C:9]([C:17]3[CH:18]=[CH:19][C:20]([OH:23])=[CH:21][CH:22]=3)=[N:8]2)[CH2:2][CH2:3][CH2:4][CH2:5][CH2:6]1. Procedure: Prepared according to Method C step B from 1-cyclohexyl-7-fluoro-3-(4-methoxyphenyl)-1H-indazole (0.9 g, 0.5 mmol), boron tribromide (0.094 mL, 1.0 mmol) and 0.5 mL of cyclohexene to give the product (0.040 g) as a tan solid. Starting materials: C(CCC)C1=NN=C(N1CC1=CC=C(C=C1)OC(C1=CC=CC=C1)C#N)SCC1=CC=C(C=C1)[N+](=O)[O-] (3-Butyl-4-[[4-[1-cyano-1-phenylmethoxy]phenyl]methyl]-5-(4-nitrobenzylthio)-4H-1,2,4-triazole), C[Sn](C)(C)N=[N+]=[N-] (trimethyltin azide), C1(=CC=CC=C1)C (toluene). Solvent: C(Cl)Cl (CH2Cl2). Yields the product C(CCC)C1=NN=C(N1CC1=CC=C(C=C1)OC(C1=NN=NN1)C1=CC=CC=C1)SCC1=CC=C(C=C1)[N+](=O)[O-] (3-Butyl-5-(4-nitrobenzylthio)-4-[[4-[1-phenyl-1-(tetrazol-5-yl)methoxy]phenyl]methyl]-4H-1,2,4-triazole). As a reaction SMILES: [CH2:1]([C:5]1[N:9]([CH2:10][C:11]2[CH:16]=[CH:15][C:14]([O:17][CH:18]([C:25]#[N:26])[C:19]3[CH:24]=[CH:23][CH:22]=[CH:21][CH:20]=3)=[CH:13][CH:12]=2)[C:8]([S:27][CH2:28][C:29]2[CH:34]=[CH:33][C:32]([N+:35]([O-:37])=[O:36])=[CH:31][CH:30]=2)=[N:7][N:6]=1)[CH2:2][CH2:3][CH3:4].C[Sn]([N:42]=[N+:43]=[N-:44])(C)C.C1(C)C=CC=CC=1>C(Cl)Cl>[CH2:1]([C:5]1[N:9]([CH2:10][C:11]2[CH:12]=[CH:13][C:14]([O:17][CH:18]([C:19]3[CH:24]=[CH:23][CH:22]=[CH:21][CH:20]=3)[C:25]3[NH:44][N:43]=[N:42][N:26]=3)=[CH:15][CH:16]=2)[C:8]([S:27][CH2:28][C:29]2[CH:34]=[CH:33][C:32]([N+:35]([O-:37])=[O:36])=[CH:31][CH:30]=2)=[N:7][N:6]=1)[CH2:2][CH2:3][CH3:4]. Procedure details: A mixture of 3-butyl-4-[[4-[1-cyano-1-phenyl-methoxy]phenyl]methyl]-5-(4-nitrobenzylthio)-4H-1,2,4-triazole (from Example 3, Step B), trimethyltin azide (3.5 equivalents), and toluene is stirred at reflux for about 2 days. The mixture is then cooled and concentrated in vacuo. The residue is partitioned between 0.5N HCl and ethyl acetate. The ethyl acetate phase is dried (MgSO4), filtered, and concentrated. The residue is taken up in methanol and stirred with silica gel (4-5 g per mmol of cyano s... The reactants are O=S(=O)(Cl)c1ccc(OCc2ccccc2)c(I)c1, CC(C)(C)N, CCCCCC. Yields the product CC(C)(C)NS(=O)(=O)c1ccc(OCc2ccccc2)c(I)c1. Reaction SMILES: [CH2:1]([c:2]1[cH:3][cH:4][cH:5][cH:6][cH:7]1)[O:8][c:9]1[c:10]([I:19])[cH:11][c:12]([S:15](=[O:16])(=[O:17])[Cl:18])[cH:13][cH:14]1.[CH3:20][C:21]([CH3:22])([CH3:23])[NH2:24].[CH3:25][CH2:26][CH2:27][CH2:28][CH2:29][CH3:30]>>[CH2:1]([c:2]1[cH:3][cH:4][cH:5][cH:6][cH:7]1)[O:8][c:9]1[c:10]([I:19])[cH:11][c:12]([S:15](=[O:16])(=[O:17])[NH:24][C:21]([CH3:20])([CH3:22])[CH3:23])[cH:13][cH:14]1.